Dataset: the Open Reaction Database (ORD), a public repository of structured organic reaction records. Task: describe an organic reaction: reactants, conditions, products, and yield Starting materials: C(C)OC(C(=NO)C(C1=CC=C(C=C1)OCC1=NC2=CC(=CC=C2C=C1)Cl)C1=CC=C(C=C1)OCC1=NC2=CC(=CC=C2C=C1)Cl)=O (bis(4-(7-chloro-2-quinolylmethoxy)phenyl)methyloximinoacetic acid ethyl ester), [OH-].[Na+] (NaOH). Run in C1CCOC1.CCO.O (THF EtOH H2O). Reaction conditions: time 18 hour. The product is ClC1=CC=C2C=CC(=NC2=C1)COC1=CC=C(C=C1)C(C1=CC=C(C=C1)OCC1=NC2=CC(=CC=C2C=C1)Cl)C(C(=O)O)=NO (bis(4-(7-chloro-2-quinolylmethoxy)phenyl)methyloximinoacetic acid). Isolated yield 68.1%. Reaction SMILES: C([O:3][C:4](=[O:47])[C:5]([CH:8]([C:28]1[CH:33]=[CH:32][C:31]([O:34][CH2:35][C:36]2[CH:45]=[CH:44][C:43]3[C:38](=[CH:39][C:40]([Cl:46])=[CH:41][CH:42]=3)[N:37]=2)=[CH:30][CH:29]=1)[C:9]1[CH:14]=[CH:13][C:12]([O:15][CH2:16][C:17]2[CH:26]=[CH:25][C:24]3[C:19](=[CH:20][C:21]([Cl:27])=[CH:22][CH:23]=3)[N:18]=2)=[CH:11][CH:10]=1)=[N:6][OH:7])C.[OH-].[Na+]>C1COCC1.CCO.O>[Cl:46][C:40]1[CH:39]=[C:38]2[C:43]([CH:44]=[CH:45][C:36]([CH2:35][O:34][C:31]3[CH:30]=[CH:29][C:28]([CH:8]([C:5](=[N:6][OH:7])[C:4]([OH:47])=[O:3])[C:9]4[CH:10]=[CH:11][C:12]([O:15][CH2:16][C:17]5[CH:26]=[CH:25][C:24]6[C:19](=[CH:20][C:21]([Cl:27])=[CH:22][CH:23]=6)[N:18]=5)=[CH:13][CH:14]=4)=[CH:33][CH:32]=3)=[N:37]2)=[CH:42][CH:41]=1 |f:1.2,3.4.5|. Procedure: To a solution in THF/EtOH/H2O (3:2:1, 35 mL) of bis(4-(7-chloro-2-quinolylmethoxy)phenyl)methyloximinoacetic acid ethyl ester (0.66 g, 1 mmol), prepared as in step 2, was added aqueous 1N NaOH (5 mL. The mixture was stirred at room temperature for 18 hours, concentrated in vacuo, diluted with water, and neutralized with 6N HCl. The precipitated solid was collected by filtration and slurried in Et2O/hexane (1:1, 50 mL), filtered, and dried in vacuo to provide bis(4-(7-chloro-2-quinolylmethoxy)phe... Reactants: C(C)(=O)OC1=C(C(=CC(=C1OC)OC)C)CCCCCCCCCC(=O)C1C(CCCCCCCCCC1)=O (2-[10-(2-acetoxy-3,4-dimethoxy-6-methylphenyl)decanoyl]cyclododecanone), [OH-].[Na+] (sodium hydroxide), C(C)(=O)OC1=C(C(=CC(=C1CCCCCCCCCC(=O)Cl)C)OC)OC (6-(9-chloroformylnonyl)-2,3-dimethoxy-5-methylphenyl acetate), O1CCN(CC1)C1=CCCCCCCCCCC1 (1-morpholino-1-cyclododecene), Cl (HCl). Solvent: C(C)N(CC)CC (triethylamine). Yields the product O=C(CCCCCCCCCCCC(=O)O)CCCCCCCCCC1=C(C(=C(C=C1C)OC)OC)O (13-oxo-22-(2-hydroxy-3,4-dimethoxy-6-methylphenyl)docosanoic acid). Isolated yield 73.2%. Reaction SMILES: C([O:4][C:5]1[C:10]([CH2:11][CH2:12][CH2:13][CH2:14][CH2:15][CH2:16][CH2:17][CH2:18][CH2:19][C:20](Cl)=[O:21])=[C:9]([CH3:23])[CH:8]=[C:7]([O:24][CH3:25])[C:6]=1[O:26][CH3:27])(=O)C.[O:28]1CCN(C2CCCCCCCCCCC=2)CC1.Cl.C(OC1C(OC)=C(OC)C=C(C)C=1CCCCCCCCCC([CH:73]1[CH2:84][CH2:83][CH2:82][CH2:81][CH2:80][CH2:79][CH2:78][CH2:77][CH2:76][CH2:75][C:74]1=[O:85])=O)(=O)C.[OH-].[Na+]>C(N(CC)CC)C>[O:21]=[C:20]([CH2:19][CH2:18][CH2:17][CH2:16][CH2:15][CH2:14][CH2:13][CH2:12][CH2:11][C:10]1[C:9]([CH3:23])=[CH:8][C:7]([O:24][CH3:25])=[C:6]([O:26][CH3:27])[C:5]=1[OH:4])[CH2:73][CH2:84][CH2:83][CH2:82][CH2:81][CH2:80][CH2:79][CH2:78][CH2:77][CH2:76][CH2:75][C:74]([OH:85])=[O:28] |f:4.5|. Procedure details: In the presence of triethylamine (14.3 ml), 6-(9-chloroformylnonyl)-2,3-dimethoxy-5-methylphenyl acetate (36.9 g) is reacted with 1-morpholino-1-cyclododecene (24.3 g) as in the corresponding step of Reference Example 5. The reaction product is treated with 6N--HCl (47 ml) and the resultant 2-[10-(2-acetoxy-3,4-dimethoxy-6-methylphenyl)decanoyl]cyclododecanone (46.3 g) is hydrolyzed with a 6N-aqueous solution of sodium hydroxide to obtain 32.4 g of 13-oxo-22-(2-hydroxy-3,4-dimethoxy-6-methylphen... Starting materials: OC1CNCC1 (3-hydroxypyrrolidine), ClC(=O)OCC(C)C (isobutyl chloroformate), CN1CCOCC1 (4-methylmorpholine), NC1=NC2=CC=CC=C2C(=N1)C(=O)O (2-amino-4-carboxyquinazoline), H+. Solvent: CN(C)C=O (DMF). Conditions: time 30 minute. Yields the product NC1=NC2=CC=CC=C2C(=N1)C(=O)N1CC(CC1)O (2-amino-4-(3-hydroxypyrrolidin-1-ylcarbonyl)quinazoline). RXN SMILES: ClC(OCC(C)C)=O.C[N:10]1[CH2:15][CH2:14][O:13][CH2:12][CH2:11]1.[NH2:16][C:17]1[N:26]=[C:25]([C:27]([OH:29])=O)[C:24]2[C:19](=[CH:20][CH:21]=[CH:22][CH:23]=2)[N:18]=1.OC1CCNC1>CN(C=O)C>[NH2:16][C:17]1[N:26]=[C:25]([C:27]([N:10]2[CH2:15][CH2:14][CH:12]([OH:13])[CH2:11]2)=[O:29])[C:24]2[C:19](=[CH:20][CH:21]=[CH:22][CH:23]=2)[N:18]=1. Procedure: 68.76 μl of isobutyl chloroformate and 63.93 μl of 4-methylmorpholine are added to a solution of 100 mg of 2-amino-4-carboxyquinazoline in 2 ml of DMF. The mixture is stirred at room temperature for 30 minutes, 50.66 mg of 3-hydroxypyrrolidine are added, and the mixture is stirred for a further 30 minutes. Conventional work-up gives 55.7 mg of “A17”; Rt 0.797; M+H+ 259.28. Reactants: C1(CCCCC1)N1C(=NC2=C1C=CC(=C2)C(=O)O)C=2C=C1N=C(C(=NC1=CC2)C2=CC=CC=C2)C2=CC=CC=C2 (1-Cyclohexyl-2-(2,3-diphenylquinoxalin-6-yl)-1H-benzimidazole-5-carboxylic acid), BrC1=CC=C(C=C1)C(=O)C(=O)C1=CC=C(C=C1)Br (4,4′-dibromobenzil). The product is BrC1=CC=C(C=C1)C1=NC2=CC=C(C=C2N=C1C1=CC=C(C=C1)Br)C1=NC2=C(N1C1CCCCC1)C=CC(=C2)C(=O)O (2-[2,3-Bis-(4-bromophenyl)quinoxalin-6-yl]-1-cyclohexyl-1H-benzimidazole-5-carboxylic acid). As a reaction SMILES: [CH:1]1([N:7]2[C:11]3[CH:12]=[CH:13][C:14]([C:16]([OH:18])=[O:17])=[CH:15][C:10]=3[N:9]=[C:8]2[C:19]2[CH:20]=[C:21]3[C:26](=[CH:27][CH:28]=2)[N:25]=C(C2C=CC=CC=2)C(C2C=CC=CC=2)=[N:22]3)[CH2:6][CH2:5][CH2:4][CH2:3][CH2:2]1.[Br:41][C:42]1[CH:47]=[CH:46][C:45]([C:48]([C:50]([C:52]2[CH:57]=[CH:56][C:55]([Br:58])=[CH:54][CH:53]=2)=O)=O)=[CH:44][CH:43]=1>>[Br:41][C:42]1[CH:47]=[CH:46][C:45]([C:48]2[C:50]([C:52]3[CH:57]=[CH:56][C:55]([Br:58])=[CH:54][CH:53]=3)=[N:22][C:21]3[C:26](=[CH:27][CH:28]=[C:19]([C:8]4[N:7]([CH:1]5[CH2:2][CH2:3][CH2:4][CH2:5][CH2:6]5)[C:11]5[CH:12]=[CH:13][C:14]([C:16]([OH:18])=[O:17])=[CH:15][C:10]=5[N:9]=4)[CH:20]=3)[N:25]=2)=[CH:44][CH:43]=1. Procedure details: Prepared as described for Compound 406 using 4,4′-dibromobenzil in place of benzil. The reactants are COC(=O)CCNCC1CC2c3cccc4[nH]cc(c34)CC2N(C)C1, Cl, N#CO[K], [Na+], [OH-], O. Product: COC(=O)CCN(CC1CC2c3cccc4[nH]cc(c34)CC2N(C)C1)C(N)=O. As a reaction SMILES: [CH3:1][N:2]1[CH2:3][CH:4]([CH2:18][NH:19][CH2:20][CH2:21][C:22](=[O:23])[O:24][CH3:25])[CH2:5][CH:6]2[c:7]3[cH:8][cH:9][cH:10][c:11]4[nH:12][cH:13][c:14]([c:17]34)[CH2:15][CH:16]12.[ClH:33].[K:26][O:27][C:28]#[N:29].[Na+:31].[OH-:30].[OH2:32]>>[CH3:1][N:2]1[CH2:3][CH:4]([CH2:18][N:19]([CH2:20][CH2:21][C:22](=[O:23])[O:24][CH3:25])[C:28](=[O:27])[NH2:29])[CH2:5][CH:6]2[c:7]3[cH:8][cH:9][cH:10][c:11]4[nH:12][cH:13][c:14]([c:17]34)[CH2:15][CH:16]12. Starting materials: NC1=C2C=CC(=CC2=CC=C1)O (5-amino-2-napthol), [H-].[Na+] (NaH), ClC1=CC(=NC=C1)C(=O)NC (4-chloro-N-methylpicolinamide). Run in C(Cl)(Cl)Cl (CHCl3), CN(C)C=O (DMF). Conditions: temperature 90 celsius. Yields the product NC1=C2C=CC(=CC2=CC=C1)OC1=CC(=NC=C1)C(=O)NC (4-(5-aminonaphthalen-2-yloxy)-N-methylpicolinamide). Reaction SMILES: [NH2:1][C:2]1[CH:11]=[CH:10][CH:9]=[C:8]2[C:3]=1[CH:4]=[CH:5][C:6]([OH:12])=[CH:7]2.[H-].[Na+].Cl[C:16]1[CH:21]=[CH:20][N:19]=[C:18]([C:22]([NH:24][CH3:25])=[O:23])[CH:17]=1>CN(C=O)C.C(Cl)(Cl)Cl>[NH2:1][C:2]1[CH:11]=[CH:10][CH:9]=[C:8]2[C:3]=1[CH:4]=[CH:5][C:6]([O:12][C:16]1[CH:21]=[CH:20][N:19]=[C:18]([C:22]([NH:24][CH3:25])=[O:23])[CH:17]=1)=[CH:7]2 |f:1.2|. Procedure details: To a solution of 5-amino-2-napthol (2.8 g, 17.6 mmol) in DMF (20 mL), NaH (60% in oil, 843 mg, 21.1 mmol) was added and stirred until the bubbling stopped. To the mixture 4-chloro-N-methylpicolinamide (Org. Proc. Res. & Dev., 2002, 6, 777-781) (1 g, 5.86 mmol) was added and the reaction heated to 90° C. for 22 h. The mixture was cooled to RT and diluted with CHCl3 and washed with water. The emulsion was filtered thru a pad of Celite and the layers separated. The water was washed with CHCl3 and t...